describe an organic reaction: reactants, conditions, products, and yield From a dataset of the Open Reaction Database (ORD), a public repository of structured organic reaction records. Starting materials: COc1ccc(-c2nsc(S(N)(=O)=O)n2)cc1, Cl, O, c1ccncc1. Product: NS(=O)(=O)c1nc(-c2ccc(O)cc2)ns1. As a reaction SMILES: [CH3:8][O:9][c:10]1[cH:11][cH:12][c:13](-[c:16]2[n:17][s:18][c:19]([S:21](=[O:22])(=[O:23])[NH2:24])[n:20]2)[cH:14][cH:15]1.[ClH:1].[OH2:25].[n:2]1[cH:3][cH:4][cH:5][cH:6][cH:7]1>>[OH:9][c:10]1[cH:11][cH:12][c:13](-[c:16]2[n:17][s:18][c:19]([S:21](=[O:22])(=[O:23])[NH2:24])[n:20]2)[cH:14][cH:15]1. As a reaction SMILES: [Br:20][N:21]1[C:22](=[O:23])[CH2:24][CH2:25][C:26]1=[O:27].[CH3:29][C:30]#[N:31].[Cl:1][c:2]1[cH:3][cH:4][cH:5][c:6]([NH:8][CH2:9][c:10]2[cH:11][n:12][c:13]([C:16]([F:17])([F:18])[F:19])[cH:14][cH:15]2)[n:7]1.[OH2:28]>>[Cl:1][c:2]1[c:3]([Br:20])[cH:4][cH:5][c:6]([NH:8][CH2:9][c:10]2[cH:11][n:12][c:13]([C:16]([F:17])([F:18])[F:19])[cH:14][cH:15]2)[n:7]1. The product is FC(F)(F)c1ccc(CNc2ccc(Br)c(Cl)n2)cn1. Reactants: O=C1CCC(=O)N1Br, CC#N, FC(F)(F)c1ccc(CNc2cccc(Cl)n2)cn1, O. Starting materials: C=C(C(=O)OCC)C(C)OC(C)=O, O=P([O-])([O-])[O-]. Product: C=C(C(=O)OCC)C(C)O. Reaction SMILES: [C:1](=[O:2])([CH3:3])[O:4][CH:5]([CH3:6])[C:7]([C:8](=[O:9])[O:10][CH2:11][CH3:12])=[CH2:13].[O-:14][P:15](=[O:16])([O-:17])[O-:18]>>[OH:4][CH:5]([CH3:6])[C:7]([C:8](=[O:9])[O:10][CH2:11][CH3:12])=[CH2:13]. Starting materials: C(C)(=O)OCC (ethyl acetate), C[Si](C)(C)C#N (trimethylsilyl cyanide), CN(C(=O)Cl)C (N,N-dimethylcarbamoyl chloride), [O-][N+]1=C(C=CC=C1)/C=C/C(=O)OC(C)(C)C (tert-Butyl (E)-3-(1-oxido-2-pyridyl)-2-propenoate). Run in [N+](=O)([O-])CC (nitroethane), O (water). Run at time 18 hour. The product is C(#N)C1=CC=CC(=N1)/C=C/C(=O)OC(C)(C)C (tert-Butyl (E)-3-(6-cyano-2-pyridyl)-2-propenoate). Isolated yield 99.7%. RXN SMILES: [O-][N+:2]1[CH:7]=[CH:6][CH:5]=[CH:4][C:3]=1/[CH:8]=[CH:9]/[C:10]([O:12][C:13]([CH3:16])([CH3:15])[CH3:14])=[O:11].C[Si]([C:21]#[N:22])(C)C.CN(C)C(Cl)=O.C(OCC)(=O)C>[N+](CC)([O-])=O.O>[C:21]([C:7]1[N:2]=[C:3](/[CH:8]=[CH:9]/[C:10]([O:12][C:13]([CH3:16])([CH3:15])[CH3:14])=[O:11])[CH:4]=[CH:5][CH:6]=1)#[N:22]. Procedure details: tert-Butyl (E)-3-(1-oxido-2-pyridyl)-2-propenoate (2.10 g, 9.5 mmol) was dissolved in nitroethane (10 ml), and trimethylsilyl cyanide (1.88 g, 19.0 mmol) and N,N-dimethylcarbamoyl chloride (2.04 g, 19.0 mmol) were added thereto. The reaction mixture was stirred at room temperature for 18 hrs and combined with ethyl acetate and water. The organic layer was washed with saturated aqueous sodium hydrogen carbonate solution and dried over anhydrous magnesium sulfate. The solvent was evaporated. The r... The reactants are [BH4-], O=C1CCCc2c1[nH]c1ccc(Br)cc21, Cc1ccccc1, Nc1ccccc1, [Na+], Cc1ccc(S(=O)(=O)O)cc1. The product is Brc1ccc2[nH]c3c(c2c1)CCCC3Nc1ccccc1. Reaction SMILES: [BH4-:34].[Br:1][c:2]1[cH:3][c:4]2[c:5]3[c:10]([nH:11][c:12]2[cH:13][cH:14]1)[C:9](=[O:15])[CH2:8][CH2:7][CH2:6]3.[CH3:36][c:37]1[cH:38][cH:39][cH:40][cH:41][cH:42]1.[NH2:16][c:17]1[cH:18][cH:19][cH:20][cH:21][cH:22]1.[Na+:35].[c:23]1([CH3:24])[cH:25][cH:26][c:27]([S:28]([OH:29])(=[O:30])=[O:31])[cH:32][cH:33]1>>[Br:1][c:2]1[cH:3][c:4]2[c:5]3[c:10]([nH:11][c:12]2[cH:13][cH:14]1)[CH:9]([NH:16][c:17]1[cH:18][cH:19][cH:20][cH:21][cH:22]1)[CH2:8][CH2:7][CH2:6]3. Reactants: C(#N)NC(SC)=NCCSCC1=NC=CC=C1 (N-cyano-N'-[2-(2-pyridylmethylthio)ethyl]-S-methylisothiourea), NCCC1=NC=CC=C1 ((2-aminoethyl)pyridine). Yields the product N1=C(C=CC=C1)CSCCNC(=NC#N)NCCSCC1=NC=CC=C1 (N,N'-bis-[2-(2-Pyridylmethylthio)ethyl]-N"-cyanoguanidine). As a reaction SMILES: [C:1]([NH:3][C:4](=[N:7][CH2:8][CH2:9][S:10][CH2:11][C:12]1[CH:17]=[CH:16][CH:15]=[CH:14][N:13]=1)SC)#[N:2].NC[CH2:20][C:21]1[CH:26]=[CH:25][CH:24]=[CH:23][N:22]=1>>[N:22]1[CH:23]=[CH:24][CH:25]=[CH:26][C:21]=1[CH2:20][S:10][CH2:9][CH2:8][NH:7][C:4]([NH:7][CH2:8][CH2:9][S:10][CH2:11][C:12]1[CH:17]=[CH:16][CH:15]=[CH:14][N:13]=1)=[N:3][C:1]#[N:2]. Reported procedure: The reaction of N-cyano-N'-[2-(2-pyridylmethylthio)ethyl]-S-methylisothiourea with 2-((2-aminoethyl)pyridine by the method described in Example 7 afforded the title compound m.p. 78°-80°. Reactants: COC(=O)C(CC1CCCC1)c1ccc(N2CCOCC2)cc1, [Li+], C1CCOC1, [OH-]. Product: O=C(O)C(CC1CCCC1)c1ccc(N2CCOCC2)cc1. Reaction SMILES: [CH3:1][O:2][C:3]([CH:4]([CH2:5][CH:6]1[CH2:7][CH2:8][CH2:9][CH2:10]1)[c:11]1[cH:12][cH:13][c:14]([N:17]2[CH2:18][CH2:19][O:20][CH2:21][CH2:22]2)[cH:15][cH:16]1)=[O:23].[Li+:24].[O:26]1[CH2:27][CH2:28][CH2:29][CH2:30]1.[OH-:25]>>[O:2]=[C:3]([CH:4]([CH2:5][CH:6]1[CH2:7][CH2:8][CH2:9][CH2:10]1)[c:11]1[cH:12][cH:13][c:14]([N:17]2[CH2:18][CH2:19][O:20][CH2:21][CH2:22]2)[cH:15][cH:16]1)[OH:23]. The reactants are BrC1=CC=C(C=O)C=C1 (4-bromobenzaldehyde), FC1=CC=C(C=C1)B(O)O (4-fluorophenylboronic acid), C([O-])([O-])=O.[Na+].[Na+] (sodium carbonate), C1(=CC=CC=C1)C (toluene). The reagents and catalysts are C=1C=CC(=CC1)[P](C=2C=CC=CC2)(C=3C=CC=CC3)[Pd]([P](C=4C=CC=CC4)(C=5C=CC=CC5)C=6C=CC=CC6)([P](C=7C=CC=CC7)(C=8C=CC=CC8)C=9C=CC=CC9)[P](C=1C=CC=CC1)(C=1C=CC=CC1)C=1C=CC=CC1 (tetrakis(triphenylphosphine)palladium(0)). The solvent is O (water), C(C)O (ethanol), O (water). Reaction conditions: temperature 100 celsius, time 12 hour. The product is FC1=CC=C(C=C1)C1=CC=C(C=C1)C=O (4′-Fluorobiphenyl-4-carbaldehyde). Yield: 96.1%. As a reaction SMILES: Br[C:2]1[CH:9]=[CH:8][C:5]([CH:6]=[O:7])=[CH:4][CH:3]=1.[F:10][C:11]1[CH:16]=[CH:15][C:14](B(O)O)=[CH:13][CH:12]=1.C(=O)([O-])[O-].[Na+].[Na+].C1(C)C=CC=CC=1>C1C=CC([P]([Pd]([P](C2C=CC=CC=2)(C2C=CC=CC=2)C2C=CC=CC=2)([P](C2C=CC=CC=2)(C2C=CC=CC=2)C2C=CC=CC=2)[P](C2C=CC=CC=2)(C2C=CC=CC=2)C2C=CC=CC=2)(C2C=CC=CC=2)C2C=CC=CC=2)=CC=1.O.C(O)C>[F:10][C:11]1[CH:16]=[CH:15][C:14]([C:2]2[CH:9]=[CH:8][C:5]([CH:6]=[O:7])=[CH:4][CH:3]=2)=[CH:13][CH:12]=1 |f:2.3.4,^1:36,38,57,76|. Procedure details: A mixture of 4-bromobenzaldehyde (10.0 g), 4-fluorophenylboronic acid (11.3 g), tetrakis(triphenylphosphine)palladium(0) (3.12 g), sodium carbonate (28.6 g), toluene (150 mL), ethanol (70.0 mL) and water (70.0 mL) was stirred at 100° C. for 12 hours. After cooling the reaction mixture to room temperature, water was added and extraction with toluene was conducted twice. The combined organic layers were washed with saturated brine and dried over anhydrous magnesium sulfate. The desiccant was remov... The reactants are C, CCOC(=O)N1c2ccc(OC)nc2C(NC(=O)OC(C)c2ccccc2)CC1CC, CCO, [Pd]. The product is CCOC(=O)N1c2ccc(OC)nc2C(N)CC1CC. Reaction SMILES: [C:32].[CH2:1]([CH3:2])[O:3][C:4](=[O:5])[N:6]1[CH:7]([CH2:30][CH3:31])[CH2:8][CH:9]([NH:18][C:19]([O:20][CH:21]([c:22]2[cH:23][cH:24][cH:25][cH:26][cH:27]2)[CH3:28])=[O:29])[c:10]2[n:11][c:12]([O:16][CH3:17])[cH:13][cH:14][c:15]21.[CH3:34][CH2:35][OH:36].[Pd:33]>>[CH2:1]([CH3:2])[O:3][C:4](=[O:5])[N:6]1[CH:7]([CH2:30][CH3:31])[CH2:8][CH:9]([NH2:18])[c:10]2[n:11][c:12]([O:16][CH3:17])[cH:13][cH:14][c:15]21.